From a dataset of the Open Reaction Database (ORD), a public repository of structured organic reaction records. describe an organic reaction: reactants, conditions, products, and yield Reactants: [Al], CCOCCn1c(C2CCN(CCc3ccc(C(C)(C)C(=O)OCC)cc3)CC2)nc2ccccc21, C1CCOC1, [H-], [LiH], O. Yields the product CCOCCn1c(C2CCN(CCc3ccc(C(C)(C)CO)cc3)CC2)nc2ccccc21. RXN SMILES: [Al:1].[CH2:3]([CH3:4])[O:5][CH2:6][CH2:7][n:8]1[c:9]([CH:17]2[CH2:18][CH2:19][N:20]([CH2:23][CH2:24][c:25]3[cH:26][cH:27][c:28]([C:31]([C:32](=[O:33])[O:34][CH2:35][CH3:36])([CH3:37])[CH3:38])[cH:29][cH:30]3)[CH2:21][CH2:22]2)[n:10][c:11]2[c:12]1[cH:13][cH:14][cH:15][cH:16]2.[CH2:40]1[O:41][CH2:42][CH2:43][CH2:44]1.[H-:39].[LiH:2].[OH2:45]>>[CH2:3]([CH3:4])[O:5][CH2:6][CH2:7][n:8]1[c:9]([CH:17]2[CH2:18][CH2:19][N:20]([CH2:23][CH2:24][c:25]3[cH:26][cH:27][c:28]([C:31]([CH2:32][OH:33])([CH3:37])[CH3:38])[cH:29][cH:30]3)[CH2:21][CH2:22]2)[n:10][c:11]2[c:12]1[cH:13][cH:14][cH:15][cH:16]2. The reactants are CS(=O)(=O)OCCOC1=C(C=CC(=C1)OC(C1=CC=CC=C1)C1=CC=CC=C1)OCC(C)C (2- [5-diphenylmethyloxy-2-(2-methylprop-1-yloxy)phenoxy]ethyl methanesulfonate), ClC=1C=C2C(=CNC2=CC1)CC(C)(C)N ([2-(5-chloro-1H-indol-3-yl)-1,1-dimethylethyl]amine), N1C=C(C2=CC=CC=C12)CC(C)(C)N ([2-(1H-indol-3-yl)-1,1-dimethylethyl]amine). Product: Cl.N1C=C(C2=CC=CC=C12)CC(C)(C)NCCOC1=C(C=CC(=C1)O)OCC(C)C ([2-(1H-indol-3-yl)-1,1-dimethylethyl]{2-[5-hydroxy-2-(2-methylprop-1-yloxy)phenoxy]ethyl}amine hydrochloride). As a reaction SMILES: CS(O[CH2:6][CH2:7][O:8][C:9]1[CH:14]=[C:13]([O:15]C(C2C=CC=CC=2)C2C=CC=CC=2)[CH:12]=[CH:11][C:10]=1[O:29][CH2:30][CH:31]([CH3:33])[CH3:32])(=O)=O.[Cl:34][C:35]1[CH:36]=[C:37]2[C:41](=[CH:42][CH:43]=1)[NH:40][CH:39]=[C:38]2[CH2:44][C:45]([NH2:48])([CH3:47])[CH3:46].N1C2C(=CC=CC=2)C(CC(N)(C)C)=C1>>[ClH:34].[NH:40]1[C:41]2[C:37](=[CH:36][CH:35]=[CH:43][CH:42]=2)[C:38]([CH2:44][C:45]([NH:48][CH2:6][CH2:7][O:8][C:9]2[CH:14]=[C:13]([OH:15])[CH:12]=[CH:11][C:10]=2[O:29][CH2:30][CH:31]([CH3:32])[CH3:33])([CH3:46])[CH3:47])=[CH:39]1 |f:3.4|. Procedure: Proceeding as in Example 3, but replacing 2-[2-(cyclopropylmethyloxy)phenoxy]ethyl methanesulfonate with 2- [5-diphenylmethyloxy-2-(2-methylprop-1-yloxy)phenoxy]ethyl methanesulfonate and [2-(5-chloro-1H-indol-3-yl)-1,1-dimethylethyl]amine with [2-(1H-indol-3-yl)-1,1-dimethylethyl]amine and then removing the protective group, gave [2-(1H-indol-3-yl)-1,1-dimethylethyl]{2-[5-hydroxy-2-(2-methylprop-1-yloxy)phenoxy]ethyl}amine hydrochloride. Reactants: CCOC(C)=O, [Cl-], Clc1ccncc1, Cl, Oc1ccc(OC(F)(F)F)cc1, [K+], [K+], [Na+], O=C([O-])[O-], CN(C)C=O, O. Product: FC(F)(F)Oc1ccc(Oc2ccncc2)cc1. RXN SMILES: [CH3:29][CH2:30][O:31][C:32](=[O:33])[CH3:34].[Cl-:27].[Cl:2][c:3]1[cH:4][cH:5][n:6][cH:7][cH:8]1.[ClH:1].[F:9][C:10]([O:11][c:12]1[cH:13][cH:14][c:15]([OH:18])[cH:16][cH:17]1)([F:19])[F:20].[K+:21].[K+:22].[Na+:28].[O-:23][C:24]([O-:25])=[O:26].[O:36]=[CH:37][N:38]([CH3:39])[CH3:40].[OH2:35]>>[c:3]1([O:18][c:15]2[cH:14][cH:13][c:12]([O:11][C:10]([F:9])([F:19])[F:20])[cH:17][cH:16]2)[cH:4][cH:5][n:6][cH:7][cH:8]1. Reactants: cuprous oxide, NC1=CC=C(OCC2(OC3=CC(=CC(=C3C(C2)=O)C)C)C)C=C1 (2-(4-aminophenoxymethyl)-2,5,7-trimethyl-4-oxochroman), C(C=C)(=O)OCC (ethyl acrylate), Cl (hydrochloric acid), N(=O)[O-].[Na+] (sodium nitrite). Run in CC(=O)C (acetone), O (water). Product: ClC(C(=O)OCC)CC1=CC=C(C=C1)OCC1(OC2=CC(=CC(=C2C(C1)=O)C)C)C (Ethyl 2-chloro-3-[4-(2,5,7-trimethyl-4-oxochroman-2-ylmethoxy)phenyl]propionate). As a reaction SMILES: N[C:2]1[CH:23]=[CH:22][C:5]([O:6][CH2:7][C:8]2([CH3:21])[CH2:17][C:16](=[O:18])[C:15]3[C:10](=[CH:11][C:12]([CH3:20])=[CH:13][C:14]=3[CH3:19])[O:9]2)=[CH:4][CH:3]=1.[ClH:24].N([O-])=O.[Na+].[C:29]([O:33][CH2:34][CH3:35])(=[O:32])[CH:30]=[CH2:31]>O.CC(C)=O>[Cl:24][CH:30]([CH2:31][C:2]1[CH:23]=[CH:22][C:5]([O:6][CH2:7][C:8]2([CH3:21])[CH2:17][C:16](=[O:18])[C:15]3[C:10](=[CH:11][C:12]([CH3:20])=[CH:13][C:14]=3[CH3:19])[O:9]2)=[CH:4][CH:3]=1)[C:29]([O:33][CH2:34][CH3:35])=[O:32] |f:2.3|. Procedure details: A procedure similar to that described in Preparation 5 was repeated, except that 1.8 g of 2-(4-aminophenoxymethyl)-2,5,7-trimethyl-4-oxochroman (prepared as described in Preparation 28), 2 ml of concentrated aqueous hydrochloric acid, 520 mg of sodium nitrite, 6 ml of ethyl acrylate, 83 mg of cuprous oxide, 20 ml of acetone and 1 ml of water were reacted, to afford 1.52 g of the title compound as a pale yellow oil.